Dataset: the Open Reaction Database (ORD), a public repository of structured organic reaction records. Task: describe an organic reaction: reactants, conditions, products, and yield The reactants are BrC=1C=C(C=CC1OCC1=CC=CC=C1)[C@@H](CC(=O)OC)CCC (Methyl (3R)-3-(3-bromo-4-((phenylmethyl)oxy)phenyl)hexanoate), C([O-])([O-])=O.[K+].[K+] (potassium carbonate), CB1OB(OB(O1)C)C (trimethylboroxine). The reagents and catalysts are C=1C=CC(=CC1)[P](C=2C=CC=CC2)(C=3C=CC=CC3)[Pd]([P](C=4C=CC=CC4)(C=5C=CC=CC5)C=6C=CC=CC6)([P](C=7C=CC=CC7)(C=8C=CC=CC8)C=9C=CC=CC9)[P](C=1C=CC=CC1)(C=1C=CC=CC1)C=1C=CC=CC1 (tetrakis(triphenylphosphine)palladium). Solvent: CN(C)C=O (DMF). Conditions: temperature 100 celsius. Yields the product CC=1C=C(C=CC1OCC1=CC=CC=C1)[C@@H](CC(=O)OC)CCC (Methyl (3R)-3-(3-methyl-4-((phenylmethyl)oxy)phenyl)hexanoate). The yield is 61.3%. RXN SMILES: Br[C:2]1[CH:3]=[C:4]([C@H:16]([CH2:22][CH2:23][CH3:24])[CH2:17][C:18]([O:20][CH3:21])=[O:19])[CH:5]=[CH:6][C:7]=1[O:8][CH2:9][C:10]1[CH:15]=[CH:14][CH:13]=[CH:12][CH:11]=1.[C:25](=O)([O-])[O-].[K+].[K+].CB1OB(C)OB(C)O1>CN(C=O)C.C1C=CC([P]([Pd]([P](C2C=CC=CC=2)(C2C=CC=CC=2)C2C=CC=CC=2)([P](C2C=CC=CC=2)(C2C=CC=CC=2)C2C=CC=CC=2)[P](C2C=CC=CC=2)(C2C=CC=CC=2)C2C=CC=CC=2)(C2C=CC=CC=2)C2C=CC=CC=2)=CC=1>[CH3:25][C:2]1[CH:3]=[C:4]([C@H:16]([CH2:22][CH2:23][CH3:24])[CH2:17][C:18]([O:20][CH3:21])=[O:19])[CH:5]=[CH:6][C:7]=1[O:8][CH2:9][C:10]1[CH:15]=[CH:14][CH:13]=[CH:12][CH:11]=1 |f:1.2.3,^1:48,50,69,88|. Procedure: To a flask charged with 27.2 (0.8986 g, 2.30 mmol), tetrakis(triphenylphosphine)palladium (0) (0.265 g, 0.230 mmol), and potassium carbonate (0.635 g, 4.59 mmol) in DMF (10 mL) was added trimethylboroxine (0.959 mL, 6.89 mmol). The resulting mixture was then heated at 100° C. overnight. The reaction was allowed to cool and was then filtered and concentrated. The product was purified by silica gel chromatography (0 to 20% EtOAc/Hexanes) yielding 27.3 (0.46 g, 61% yield). Starting materials: Fc1cc(F)cc(C2CCC3(CC2)OCCO3)c1, Cc1ccccc1, O=CO, O. Product: O=C1CCC(c2cc(F)cc(F)c2)CC1. RXN SMILES: [CH2:8]1[O:9][C:11]2([O:10][CH2:25]1)[CH2:12][CH2:13][CH:14]([c:17]1[cH:18][c:19]([F:24])[cH:20][c:21]([F:23])[cH:22]1)[CH2:15][CH2:16]2.[CH3:1][c:2]1[cH:3][cH:4][cH:5][cH:6][cH:7]1.[CH:26]([OH:27])=[O:28].[OH2:29]>>[O:10]=[C:11]1[CH2:12][CH2:13][CH:14]([c:17]2[cH:18][c:19]([F:24])[cH:20][c:21]([F:23])[cH:22]2)[CH2:15][CH2:16]1.